From a dataset of the Open Reaction Database (ORD), a public repository of structured organic reaction records. describe an organic reaction: reactants, conditions, products, and yield The reactants are Cl (hydrochloric acid), C(C)(C)(C)OC(COC1=CC=CC=2[C@@H](CCCC12)NS(=O)(=O)C1=CC(=C(C=C1)F)Cl)=O ((R)-[5-(3-chloro-4-fluoro-benzenesulfonylamino)-5,6,7,8-tetrahydro-naphthalen-1-yloxy]-acetic acid tert-butyl ester), [H-].[Na+] (sodium hydride), ClC1=CC=C(C=C1)O (4-chlorophenol). Solvent: CN(C=O)C (N,N-dimethylformamide). Conditions: temperature 130 celsius. Product: C(C)(C)(C)OC(COC1=CC=CC=2[C@@H](CCCC12)NS(=O)(=O)C1=CC(=C(C=C1)OC1=CC=C(C=C1)Cl)Cl)=O ((R)-{5-[3-chloro-4-(4-chloro-phenoxy)-benzenesulfonylamino]-5,6,7,8-tetrahydro-naphthalen-1-yloxy}-acetic acid tert-butyl ester). Isolated yield 71.8%. RXN SMILES: [C:1]([O:5][C:6](=[O:31])[CH2:7][O:8][C:9]1[C:18]2[CH2:17][CH2:16][CH2:15][C@@H:14]([NH:19][S:20]([C:23]3[CH:28]=[CH:27][C:26](F)=[C:25]([Cl:30])[CH:24]=3)(=[O:22])=[O:21])[C:13]=2[CH:12]=[CH:11][CH:10]=1)([CH3:4])([CH3:3])[CH3:2].[H-].[Na+].[Cl:34][C:35]1[CH:40]=[CH:39][C:38]([OH:41])=[CH:37][CH:36]=1.Cl>CN(C)C=O>[C:1]([O:5][C:6](=[O:31])[CH2:7][O:8][C:9]1[C:18]2[CH2:17][CH2:16][CH2:15][C@@H:14]([NH:19][S:20]([C:23]3[CH:28]=[CH:27][C:26]([O:41][C:38]4[CH:39]=[CH:40][C:35]([Cl:34])=[CH:36][CH:37]=4)=[C:25]([Cl:30])[CH:24]=3)(=[O:22])=[O:21])[C:13]=2[CH:12]=[CH:11][CH:10]=1)([CH3:4])([CH3:3])[CH3:2] |f:1.2|. Procedure: A mixture of (R)-[5-(3-chloro-4-fluoro-benzenesulfonylamino)-5,6,7,8-tetrahydro-naphthalen-1-yloxy]-acetic acid tert-butyl ester (100 mg, 0.21 mmol), sodium hydride (60% dispersed in mineral oil, 50 mg, 1.25 mmol) and 4-chlorophenol (315 mg, 2.45 mmol) in N,N-dimethylformamide (2 mL) was heated in a microwave oven at 130° C. for 15 minutes. The resulting mixture was then acidified with 0.1N hydrochloric acid to pH 5. The precipitate was collected by filtration and purified by preparative HPLC to... Reactants: C(C)(C)C=1C(=CC(=C(C=O)C1)C)OC (5-Isopropyl-4-methoxy-2-methylbenzaldehyde), N1C(CC2=CC=CN=C12)=O (7-aza-2-oxindole). Product: C(C)(C)C=1C(=CC(=C(C=C2C(NC3=NC=CC=C32)=O)C1)C)OC (3-(5-isopropyl-4-methoxy-2-methylbenzylidene)-1,3-dihydro-pyrrolo[2,3-b]pyridin-2-one). Reaction SMILES: [CH:1]([C:4]1[C:5]([O:13][CH3:14])=[CH:6][C:7]([CH3:12])=[C:8]([CH:11]=1)[CH:9]=O)([CH3:3])[CH3:2].[NH:15]1[C:23]2[C:18](=[CH:19][CH:20]=[CH:21][N:22]=2)[CH2:17][C:16]1=[O:24]>>[CH:1]([C:4]1[C:5]([O:13][CH3:14])=[CH:6][C:7]([CH3:12])=[C:8]([CH:11]=1)[CH:9]=[C:17]1[C:18]2[C:23](=[N:22][CH:21]=[CH:20][CH:19]=2)[NH:15][C:16]1=[O:24])([CH3:3])[CH3:2]. Procedure details: 5-Isopropyl-4-methoxy-2-methylbenzaldehyde condensed with 7-aza-2-oxindole to give 0.25 g of 3-(5-isopropyl-4-methoxy-2-methylbenzylidene)-1,3-dihydro-pyrrolo[2,3-b]pyridin-2-one as a yellow-orange solid. Starting materials: CC(C)(C)c1cccc(C2(N)CCC3(CC2)OCCO3)c1, CC(=O)O, Cl, [Na+], [OH-], O. Product: CC(C)(C)c1cccc(C2(N)CCC(=O)CC2)c1. As a reaction SMILES: [C:2]([CH3:3])([CH3:4])([CH3:5])[c:6]1[cH:7][c:8]([C:12]2([NH2:22])[CH2:13][CH2:14][C:15]3([O:16][CH2:19][CH2:18][O:17]3)[CH2:20][CH2:21]2)[cH:9][cH:10][cH:11]1.[CH3:25][C:26](=[O:27])[OH:28].[ClH:1].[Na+:24].[OH-:23].[OH2:29]>>[C:2]([CH3:3])([CH3:4])([CH3:5])[c:6]1[cH:7][c:8]([C:12]2([NH2:22])[CH2:13][CH2:14][C:15](=[O:16])[CH2:20][CH2:21]2)[cH:9][cH:10][cH:11]1. Reactants: Cn1c(CN2C(=O)c3ccccc3C2=O)nc(-c2ccncn2)cc1=O, CCO, ClCCl, NN, O. Product: Cn1c(CN)nc(-c2ccncn2)cc1=O. As a reaction SMILES: [CH3:1][n:2]1[c:3]([CH2:15][N:16]2[C:17](=[O:18])[c:19]3[c:20]([cH:21][cH:22][cH:23][cH:24]3)[C:25]2=[O:26])[n:4][c:5](-[c:9]2[n:10][cH:11][n:12][cH:13][cH:14]2)[cH:6][c:7]1=[O:8].[CH3:33][CH2:34][OH:35].[Cl:30][CH2:31][Cl:32].[NH2:28][NH2:29].[OH2:27]>>[CH3:1][n:2]1[c:3]([CH2:15][NH2:16])[n:4][c:5](-[c:9]2[n:10][cH:11][n:12][cH:13][cH:14]2)[cH:6][c:7]1=[O:8].